The task is: describe an organic reaction: reactants, conditions, products, and yield. This data is from the Open Reaction Database (ORD), a public repository of structured organic reaction records. Reactants: [Al+3], [H-], [H-], [H-], [H-], [Li+], C1CCOC1, O=CNNc1ccccc1. Yields the product CNNc1ccccc1. RXN SMILES: [Al+3:12].[H-:11].[H-:14].[H-:15].[H-:16].[Li+:13].[O:17]1[CH2:18][CH2:19][CH2:20][CH2:21]1.[c:1]1([NH:7][NH:8][CH:9]=[O:10])[cH:2][cH:3][cH:4][cH:5][cH:6]1>>[c:1]1([NH:7][NH:8][CH3:9])[cH:2][cH:3][cH:4][cH:5][cH:6]1. The reactants are C(C)OC(\C=C(\[C@@H]([C@@H](CCC)C)C)/NC(C)=O)=O ((4R,5R)-3-acetylamino-4,5-dimethyl-(Z)-oct-2-enoic acid ethyl ester), Pd SrCO3, Pd SrCO3. Run in CO (MeOH). Product: C(C)OC(C[C@H]([C@@H]([C@@H](CCC)C)C)NC(C)=O)=O ((3R,4R,5R)-3-Acetylamino-4,5-dimethyl-octanoic acid ethyl ester). Yield: 99.8%. As a reaction SMILES: [CH2:1]([O:3][C:4](=[O:18])/[CH:5]=[C:6](\[NH:14][C:15](=[O:17])[CH3:16])/[C@H:7]([CH3:13])[C@H:8]([CH3:12])[CH2:9][CH2:10][CH3:11])[CH3:2]>CO>[CH2:1]([O:3][C:4](=[O:18])[CH2:5][C@@H:6]([NH:14][C:15](=[O:17])[CH3:16])[C@H:7]([CH3:13])[C@H:8]([CH3:12])[CH2:9][CH2:10][CH3:11])[CH3:2]. Procedure: A reactor was charged with 166 g of (4R,5R)-3-acetylamino-4,5-dimethyl-(Z)-oct-2-enoic acid ethyl ester (substrate), 2650 mL of MeOH, and 36 g of Pd/SrCO3 (lot#D25N17) catalyst. The substrate was reacted with H2 at a pressure of 50 psig to 51 psig of. During hydrogenation, additional catalyst was added at a reaction time of 67 hours (10 g). After the reaction was completed (90 hours), Pd/SrCO3 was filtered off and the filtrate was concentrated under reduced pressure to give 167 g (>99% yield) of... Reaction SMILES: N1(C2CCCCCCCCCC2)CCCCCCCCCN1.[C:23]1([CH2:33][NH:34][C:35]2[N:43]=[C:42]([C:44]#[N:45])[N:41]=[C:40]3[C:36]=2[N:37]=[CH:38][NH:39]3)[C:32]2[C:27](=[CH:28][CH:29]=[CH:30][CH:31]=2)[CH:26]=[CH:25][CH:24]=1.[C:46]([O:54][C@H:55]1[C@@H:59]([O:60][C:61](=[O:68])[C:62]2[CH:67]=[CH:66][CH:65]=[CH:64][CH:63]=2)[C@@H:58](OC(=O)C)[O:57][C@@H:56]1[C:73]([NH:75][CH2:76][CH3:77])=[O:74])(=[O:53])[C:47]1[CH:52]=[CH:51][CH:50]=[CH:49][CH:48]=1.C(O[C@H]1[C@H](OC(=O)C2C=CC=CC=2)[C@H](OC(=O)C)O[C@@H]1C(NCC)=O)(=O)C1C=CC=CC=1.FC(F)(F)S(O[Si](C)(C)C)(=O)=O>C(#N)C.C(OCC)(=O)C>[C:61]([O:60][C@@H:59]1[C@H:55]([O:54][C:46](=[O:53])[C:47]2[CH:52]=[CH:51][CH:50]=[CH:49][CH:48]=2)[C@@H:56]([C:73]([NH:75][CH2:76][CH3:77])=[O:74])[O:57][C@H:58]1[N:39]1[CH:38]=[N:37][C:36]2[C:40]1=[N:41][C:42]([C:44]#[N:45])=[N:43][C:35]=2[NH:34][CH2:33][C:23]1[C:32]2[C:27](=[CH:28][CH:29]=[CH:30][CH:31]=2)[CH:26]=[CH:25][CH:24]=1)(=[O:68])[C:62]1[CH:67]=[CH:66][CH:65]=[CH:64][CH:63]=1. Reactants: N1(NCCCCCCCCC1)C1CCCCCCCCCC1 (Diazabicycloundecane), C1(=CC=CC2=CC=CC=C12)CNC1=C2N=CNC2=NC(=N1)C#N (6-[(1-naphthylmethyl)amino]-9H-purine-2-carbonitrile), C(C1=CC=CC=C1)(=O)O[C@@H]1[C@H](O[C@@H]([C@@H]1OC(C1=CC=CC=C1)=O)OC(C)=O)C(=O)NCC ((2S,3S,4R,5R)-5-(acetyloxy)-4-(benzoyloxy)-2-[(ethylamino)carbonyl]tetrahydro-3furanyl benzoate), C(C1=CC=CC=C1)(=O)O[C@@H]1[C@H](O[C@H]([C@H]1OC(C1=CC=CC=C1)=O)OC(C)=O)C(=O)NCC ((2S,3S,4S,5S)-5-(acetyloxy)-4-(benzoyloxy)-2-[(ethylamino)carbonyl]tetrahydro-3-furanyl benzoate), FC(S(=O)(=O)O[Si](C)(C)C)(F)F (Trimethylsilyl trifluoromethanesulfonate). The product is C(C1=CC=CC=C1)(=O)O[C@H]1[C@@H](O[C@@H]([C@H]1OC(C1=CC=CC=C1)=O)C(=O)NCC)N1C2=NC(=NC(=C2N=C1)NCC1=CC=CC2=CC=CC=C12)C#N ((2R,3R,4S,5S)-4-(Benzoyloxy)-2-{2-cyano-6-[(1-naphthylmethyl)amino]-9H-purin-9-yl}-5-[(ethylamino)carbonyl]tetrahydro-3-furanyl benzoate). Reported procedure: Diazabicycloundecane (0.18 ml, 1.2 mmol) was added to a solution of (6-[(1-naphthylmethyl)amino]-9H-purine-2-carbonitrile (200 mg, 0.67 mmol) (Preparation 10) and (2S,3S,4R,5R)-5-(acetyloxy)-4-(benzoyloxy)-2-[(ethylamino)carbonyl]tetrahydro-3furanyl benzoate and (2S,3S,4S,5S)-5-(acetyloxy)-4-(benzoyloxy)-2-[(ethylamino)carbonyl]tetrahydro-3-furanyl benzoate (309 mg, 0.70 mmol) (Preparation 18) in acetonitrile (5 ml). Trimethylsilyl trifluoromethanesulfonate (0.24 ml, 1.33 mmol) was added and the... The solvent is C(C)#N (acetonitrile), C(C)(=O)OCC (ethyl acetate).